This data is from the Open Reaction Database (ORD), a public repository of structured organic reaction records. The task is: describe an organic reaction: reactants, conditions, products, and yield Starting materials: C1CCOC1, [H-], CI, [Na+], O, O=C(Nc1ccccc1)N1CCc2ccccc2C1c1ccc(C(F)(F)F)cc1. Product: CN(C(=O)N1CCc2ccccc2C1c1ccc(C(F)(F)F)cc1)c1ccccc1. As a reaction SMILES: [CH2:35]1[O:36][CH2:37][CH2:38][CH2:39]1.[H-:30].[I:32][CH3:33].[Na+:31].[OH2:34].[c:1]1([NH:7][C:8](=[O:9])[N:10]2[CH:11]([c:20]3[cH:21][cH:22][c:23]([C:26]([F:27])([F:28])[F:29])[cH:24][cH:25]3)[c:12]3[cH:13][cH:14][cH:15][cH:16][c:17]3[CH2:18][CH2:19]2)[cH:2][cH:3][cH:4][cH:5][cH:6]1>>[c:1]1([N:7]([C:8](=[O:9])[N:10]2[CH:11]([c:20]3[cH:21][cH:22][c:23]([C:26]([F:27])([F:28])[F:29])[cH:24][cH:25]3)[c:12]3[cH:13][cH:14][cH:15][cH:16][c:17]3[CH2:18][CH2:19]2)[CH3:33])[cH:2][cH:3][cH:4][cH:5][cH:6]1. Starting materials: BrCC1=C(SC(=C1)C1=CC=C(C=C1)C(F)(F)F)C(=O)OCC (ethyl 3-(bromomethyl)-5-[4-(trifluoromethyl)phenyl]thiophene-2-carboxylate), BrCC1=C(SC(=C1)C1=CC=C(C=C1)C(F)(F)F)C(=O)OCC (ethyl 3-(bromomethyl)-5-[4-(trifluoromethyl)phenyl]thiophene-2-carboxylate), C(C1=CC=CC=C1)S (benzyl mercaptan), C([O-])([O-])=O.[K+].[K+] (potassium carbonate). Run in C(C)#N (acetonitrile). Reaction conditions: time 8 hour. Yields the product C(C1=CC=CC=C1)SCC1=C(SC(=C1)C1=CC=C(C=C1)C(F)(F)F)C(=O)OCC (ethyl 3[(benzylthio)methyl]-5-[4-(trifluoromethyl)phenyl]thiophene-2-carboxylate). As a reaction SMILES: Br[CH2:2][C:3]1[CH:7]=[C:6]([C:8]2[CH:13]=[CH:12][C:11]([C:14]([F:17])([F:16])[F:15])=[CH:10][CH:9]=2)[S:5][C:4]=1[C:18]([O:20][CH2:21][CH3:22])=[O:19].[CH2:23]([SH:30])[C:24]1[CH:29]=[CH:28][CH:27]=[CH:26][CH:25]=1.C(=O)([O-])[O-].[K+].[K+]>C(#N)C>[CH2:23]([S:30][CH2:2][C:3]1[CH:7]=[C:6]([C:8]2[CH:13]=[CH:12][C:11]([C:14]([F:17])([F:16])[F:15])=[CH:10][CH:9]=2)[S:5][C:4]=1[C:18]([O:20][CH2:21][CH3:22])=[O:19])[C:24]1[CH:29]=[CH:28][CH:27]=[CH:26][CH:25]=1 |f:2.3.4|. Procedure: A solution of ethyl 3-(bromomethyl)-5-[4-(trifluoromethyl)phenyl]thiophene-2-carboxylate (intermediate 43, 0.100 g) and benzyl mercaptan (0.30 g) in acetonitrile (10 ml) was treated with potassium carbonate (0.46 g) and the mixture stirred at ambient temperature overnight. The reaction mixture was partitioned between ethyl acetate and water the organic layer as collected, dried over magnesium sulfate and concentrated. The residue was purified by SPE (Si cartridge) eluting initially with cyclohex... As a reaction SMILES: [C:1]([O:2][C:3](=[O:4])[N:8]1[CH2:9][CH:10]([CH2:12][c:13]2[n:14]([CH3:40])[c:15]3[n:16][c:17](-[n:28]4[c:29]([CH:37]([CH3:38])[OH:39])[n:30][c:31]5[c:32]4[cH:33][cH:34][cH:35][cH:36]5)[n:18][c:19]([N:22]4[CH2:23][CH2:24][O:25][CH2:26][CH2:27]4)[c:20]3[n:21]2)[CH2:11]1)([CH3:5])([CH3:6])[CH3:7].[Cl:48][CH2:49][Cl:50].[F:41][C:42]([F:43])([F:44])[C:45]([OH:46])=[O:47]>>[NH:8]1[CH2:9][CH:10]([CH2:12][c:13]2[n:14]([CH3:40])[c:15]3[n:16][c:17](-[n:28]4[c:29]([CH:37]([CH3:38])[OH:39])[n:30][c:31]5[c:32]4[cH:33][cH:34][cH:35][cH:36]5)[n:18][c:19]([N:22]4[CH2:23][CH2:24][O:25][CH2:26][CH2:27]4)[c:20]3[n:21]2)[CH2:11]1. Product: CC(O)c1nc2ccccc2n1-c1nc(N2CCOCC2)c2nc(CC3CNC3)n(C)c2n1. Reactants: CC(O)c1nc2ccccc2n1-c1nc(N2CCOCC2)c2nc(CC3CN(C(=O)OC(C)(C)C)C3)n(C)c2n1, ClCCl, O=C(O)C(F)(F)F. Starting materials: COc1cc(C(=O)O)cc(OC)c1OC, CN(C)c1ccncc1, ClCCl, CCOC(=O)c1csc(N)n1. Yields the product CCOC(=O)c1csc(NC(=O)c2cc(OC)c(OC)c(OC)c2)n1. As a reaction SMILES: [CH3:1][O:2][c:3]1[cH:4][c:5]([C:13]([OH:14])=[O:15])[cH:6][c:7]([O:8][CH3:9])[c:10]1[O:11][CH3:12].[CH3:27][N:28]([CH3:29])[c:30]1[cH:31][cH:32][n:33][cH:34][cH:35]1.[Cl:36][CH2:37][Cl:38].[NH2:16][c:17]1[s:18][cH:19][c:20]([C:22](=[O:23])[O:24][CH2:25][CH3:26])[n:21]1>>[CH3:1][O:2][c:3]1[cH:4][c:5]([C:13](=[O:15])[NH:16][c:17]2[s:18][cH:19][c:20]([C:22](=[O:23])[O:24][CH2:25][CH3:26])[n:21]2)[cH:6][c:7]([O:8][CH3:9])[c:10]1[O:11][CH3:12]. Starting materials: O=C([O-])O, CN(C)C=O, COCCC(=O)Nc1nc(CCl)cs1, O=C(c1cc(C(F)(F)F)cc(C(F)(F)F)c1)N1CCNCC1Cc1c[nH]c2ccccc12, [Na+], O. Product: Cl, COCCC(=O)Nc1nc(CN2CCN(C(=O)c3cc(C(F)(F)F)cc(C(F)(F)F)c3)C(Cc3c[nH]c4ccccc34)C2)cs1. RXN SMILES: [C:47](=[O:48])([O-:49])[OH:50].[CH3:53][N:54]([CH3:55])[CH:56]=[O:57].[Cl:33][CH2:34][c:35]1[n:36][c:37]([NH:40][C:41](=[O:42])[CH2:43][CH2:44][O:45][CH3:46])[s:38][cH:39]1.[F:1][C:2]([c:3]1[cH:4][c:5]([C:6](=[O:7])[N:8]2[CH:9]([CH2:14][c:15]3[cH:16][nH:17][c:18]4[cH:19][cH:20][cH:21][cH:22][c:23]34)[CH2:10][NH:11][CH2:12][CH2:13]2)[cH:24][c:25]([C:27]([F:28])([F:29])[F:30])[cH:26]1)([F:31])[F:32].[Na+:51].[OH2:52]>>[ClH:33].[F:1][C:2]([c:3]1[cH:4][c:5]([C:6](=[O:7])[N:8]2[CH:9]([CH2:14][c:15]3[cH:16][nH:17][c:18]4[cH:19][cH:20][cH:21][cH:22][c:23]34)[CH2:10][N:11]([CH2:34][c:35]3[n:36][c:37]([NH:40][C:41](=[O:42])[CH2:43][CH2:44][O:45][CH3:46])[s:38][cH:39]3)[CH2:12][CH2:13]2)[cH:24][c:25]([C:27]([F:28])([F:29])[F:30])[cH:26]1)([F:31])[F:32].